From a dataset of the Open Reaction Database (ORD), a public repository of structured organic reaction records. describe an organic reaction: reactants, conditions, products, and yield Reactants: BrC1=CC(=NC=C1)N (4-bromopyridin-2-amine), C(C)OC(=O)N=C=S (ethoxycarbonyl isothiocyanate). Run in O1CCOCC1 (dioxane). Run at temperature 25 celsius, time 4 hour. Yields the product C(C)OC(=O)NC(=S)NC1=NC=CC(=C1)Br (1-ethoxycarbonyl-3-(4-bromo-pyridin-2-yl)-thiourea). The yield is 95.0%. As a reaction SMILES: [Br:1][C:2]1[CH:7]=[CH:6][N:5]=[C:4]([NH2:8])[CH:3]=1.[CH2:9]([O:11][C:12]([N:14]=[C:15]=[S:16])=[O:13])[CH3:10]>O1CCOCC1>[CH2:9]([O:11][C:12]([NH:14][C:15]([NH:8][C:4]1[CH:3]=[C:2]([Br:1])[CH:7]=[CH:6][N:5]=1)=[S:16])=[O:13])[CH3:10]. Procedure: To a solution of 4-bromopyridin-2-amine (10.4 g, 60.1 mmol) in dioxane (242 ml) is added ethoxycarbonyl isothiocyanate (7.88 g, 6.8 ml, 60.1 mmol) at 25° C. The resulting mixture is stirred for 4 hours at 25° C. The solvent is evaporated, the solid yellow residue diluted with ethyl acetate and washed with water and brine. The organic layer is separated, dried over magnesium sulfate and the solvent is removed in vacuo affording 1-ethoxycarbonyl-3-(4-bromo-pyridin-2-yl)-thiourea (17.37 g, 95%) as ... Reactants: O1C(COC=2C=C3CCN(CC3=CC2)C=O)C1 (6-(2,3-epoxy-propoxy)-2-formyl-1,2,3,4-tetrahydroisoquinoline), C(C)(C)N (isopropylamine). Run in C(C)(C)O (isopropanol). Yields the product C(=O)N1CC2=CC=C(C=C2CC1)OCC(CNC(C)C)O (2-formyl-1,2,3,4-tetrahydro-6-(2-hydroxy-3-isopropylamino-propoxy)-isoquinoline). RXN SMILES: [O:1]1[CH2:17][CH:2]1[CH2:3][O:4][C:5]1[CH:6]=[C:7]2[C:12](=[CH:13][CH:14]=1)[CH2:11][N:10]([CH:15]=[O:16])[CH2:9][CH2:8]2.[CH:18]([NH2:21])([CH3:20])[CH3:19]>C(O)(C)C>[CH:15]([N:10]1[CH2:9][CH2:8][C:7]2[C:12](=[CH:13][CH:14]=[C:5]([O:4][CH2:3][CH:2]([OH:1])[CH2:17][NH:21][CH:18]([CH3:20])[CH3:19])[CH:6]=2)[CH2:11]1)=[O:16]. Procedure: 23.3 g. of 6-(2,3-epoxy-propoxy)-2-formyl-1,2,3,4-tetrahydroisoquinoline are held at the boiling point under reflux with 59.1 g of isopropylamine in 100 ml of isopropanol for 5 hours. The mixture is evaporated and the residue is rubbed with 150 ml of diethyl ether. 27.5 g of 2-formyl-1,2,3,4-tetrahydro-6-(2-hydroxy-3-isopropylamino-propoxy)-isoquinoline are obtained. m.p. = 56.6° - 58° C. Reactants: BrCC(=O)C1=CC=C(C=C1)[N+](=O)[O-] (2-Bromo-1-(4-nitrophenyl)ethanone), C1(=CC=CC=C1)[C@H](C(=O)O[C@H]1CN2CCC1CC2)NC2=CC=CC=C2 ((R)—((R)-quinuclidin-3-yl) 2-phenyl-2-(phenylamino)acetate). The reagents and catalysts are [Pd] (Pd/C). Solvent: CCOC(=O)C (EtOAc), CO (MeOH). Run at time 2 hour. Product: [Br-].NC1=CC=C(C=C1)C(C[N+]12C[C@@H](C(CC1)CC2)OC([C@H](NC2=CC=CC=C2)C2=CC=CC=C2)=O)=O ((R)-1-(2-(4-aminophenyl)-2-oxoethyl)-3-((R)-2-phenyl-2-(phenylamino)acetoxy)-1-azoniabicyclo[2.2.2]octane bromide). The yield is 96.5%. As a reaction SMILES: [Br:1][CH2:2][C:3]([C:5]1[CH:10]=[CH:9][C:8]([N+:11]([O-])=O)=[CH:7][CH:6]=1)=[O:4].[C:14]1([C@@H:20]([NH:32][C:33]2[CH:38]=[CH:37][CH:36]=[CH:35][CH:34]=2)[C:21]([O:23][C@@H:24]2[CH:29]3[CH2:30][CH2:31][N:26]([CH2:27][CH2:28]3)[CH2:25]2)=[O:22])[CH:19]=[CH:18][CH:17]=[CH:16][CH:15]=1>CCOC(C)=O.CO.[Pd]>[Br-:1].[NH2:11][C:8]1[CH:9]=[CH:10][C:5]([C:3](=[O:4])[CH2:2][N+:26]23[CH2:27][CH2:28][CH:29]([CH2:30][CH2:31]2)[C@@H:24]([O:23][C:21](=[O:22])[C@@H:20]([C:14]2[CH:19]=[CH:18][CH:17]=[CH:16][CH:15]=2)[NH:32][C:33]2[CH:38]=[CH:37][CH:36]=[CH:35][CH:34]=2)[CH2:25]3)=[CH:6][CH:7]=1 |f:5.6|. Procedure: 2-Bromo-1-(4-nitrophenyl)ethanone (290 mg, 1.19 mmol) was added to a solution of (R)—((R)-quinuclidin-3-yl) 2-phenyl-2-(phenylamino)acetate (diastereomer 1 of I2) (400 mg, 1.19 mmol) in EtOAc (15 ml). The reaction mixture was stirred at room temperature for 2 hours. The reaction mixture was poured into a Parr's vial and diluted with MeOH. Pd/C (cat amount; about 10 mg) was added, and reaction is hydrogenated at 35 pound per square inch (psi) for 8 hours (UPLC-MS: complete conversion). The cataly... Yields the product c1ccc2c(c1)Cc1c(CCC3OCCO3)cccc1-2. Reactants: BrCCC1OCCO1, [Li]CCCC, c1ccc2c(c1)Cc1ccccc1-2, C1CCOC1. RXN SMILES: [Br:19][CH2:20][CH2:21][CH:22]1[O:23][CH2:24][CH2:25][O:26]1.[CH2:14]([Li:15])[CH2:16][CH2:17][CH3:18].[CH2:1]1[c:2]2[cH:3][cH:4][cH:5][cH:6][c:7]2-[c:8]2[cH:9][cH:10][cH:11][cH:12][c:13]21.[CH2:27]1[O:28][CH2:29][CH2:30][CH2:31]1>>[CH2:1]1[c:2]2[cH:3][cH:4][cH:5][cH:6][c:7]2-[c:8]2[cH:9][cH:10][cH:11][c:12]([CH2:20][CH2:21][CH:22]3[O:23][CH2:24][CH2:25][O:26]3)[c:13]21. Starting materials: Cl (HCl), ClC=1C=C(C=CC1)C(CNC(CC1=CC2=C(OC(O2)(C(=O)O)C(=O)O)C=C1)C)O (5-{2-[2-(3-chloro-phenyl)-2-hydroxy-ethylamino]-propyl}-benzo[1,3]dioxole-2,2-dicarboxylic acid), O1CC(CC1)CO (tetrahydrofuran-3-ylmethanol), [K+].[Br-] (KBr). Yields the product O1CC(CC1)COC(=O)C1(OC2=C(O1)C=CC(=C2)C[C@@H](C)NC[C@H](O)C2=CC(=CC=C2)Cl)C(=O)OCC2COCC2 (5-{(2R)-2-[(2R)-2-(3-Chloro-phenyl)-2-hydroxy-ethylamino]-propyl}-benzo[1,3]dioxole-2,2-dicarboxylic aicd bis-(tetrahydro-furan-3-ylmethyl) ester). RXN SMILES: [Cl:1][C:2]1[CH:3]=[C:4]([CH:8]([OH:29])[CH2:9][NH:10][CH:11]([CH3:28])[CH2:12][C:13]2[CH:27]=[CH:26][C:16]3[O:17][C:18]([C:23]([OH:25])=[O:24])([C:20]([OH:22])=[O:21])[O:19][C:15]=3[CH:14]=2)[CH:5]=[CH:6][CH:7]=1.[O:30]1[CH2:34][CH2:33][CH:32]([CH2:35]O)[CH2:31]1.[K+].[Br-].Cl>>[O:30]1[CH2:34][CH2:33][CH:32]([CH2:35][O:24][C:23]([C:18]2([C:20]([O:22][CH2:35][CH:32]3[CH2:33][CH2:34][O:30][CH2:31]3)=[O:21])[O:17][C:16]3[CH:26]=[CH:27][C:13]([CH2:12][C@H:11]([NH:10][CH2:9][C@@H:8]([C:4]4[CH:5]=[CH:6][CH:7]=[C:2]([Cl:1])[CH:3]=4)[OH:29])[CH3:28])=[CH:14][C:15]=3[O:19]2)=[O:25])[CH2:31]1 |f:2.3|. Procedure: The title compound was prepared from 5-{2-[2-(3-chloro-phenyl)-2-hydroxy-ethylamino]-propyl}-benzo[1,3]dioxole-2,2-dicarboxylic acid and tetrahydrofuran-3-ylmethanol according to the procedure of Example 1 as an off-white solid; 1H NMR (DMSO-d6,400 MHz) δ 1.03 (d, J=6.37 Hz, 3H, CH3), 1.5 (m, 2H, CH2), 1.9 (m, 2H, CH2), 2.6 (m, 3H, CH), 3-3.3 (m, 3H, CH, CH2), 3.4 (brs, 1H, CH), 3.6-3.7 (m, 6H, CH2), 4.1-4.15 (m, 6H, CH2), 5.09 (m, 1H, CH), 6.36 (brs, 1H, OH), 6.86 (m, 1H, Ar--H), 7.07 (m, 2H, A... Starting materials: C(C)OC([C@H](CC1=CC=C(C=C1)OCC(=O)O)OC)=O ((2S)-3-(4-carboxymethoxy-phenyl)-2-methoxy-propionic acid ethyl ester), FC1=C(C=CC=C1)N1CCNCC1 (1-(2-fluoro-phenyl)-piperazine), C(C)O[C@H](C(=O)O)CC1=CC=C(C=C1)O[C@H](C)C(NCCC1=CC=C(C=C1)OC1=CC=CC=C1)=O ((2S,1R)-2-ethoxy-3-(4-{1-[2-(4-phenoxy-phenyl)-ethylcarbamoyl]-ethoxy}-phenyl)-propionic acid). Yields the product FC1=C(C=CC=C1)N1CCN(CC1)C(COC1=CC=C(C=C1)C[C@@H](C(=O)O)OC)=O ((2S)-3-(4-{2-[4-(2-fluoro-phenyl)-piperazin-1-yl]-2-oxo-ethoxy}-phenyl)-2-methoxy-propionic acid). RXN SMILES: C([O:3][C:4](=[O:20])[C@@H:5]([O:18][CH3:19])[CH2:6][C:7]1[CH:12]=[CH:11][C:10]([O:13][CH2:14][C:15]([OH:17])=O)=[CH:9][CH:8]=1)C.[F:21][C:22]1[CH:27]=[CH:26][CH:25]=[CH:24][C:23]=1[N:28]1[CH2:33][CH2:32][NH:31][CH2:30][CH2:29]1.C(O[C@@H](CC1C=CC(O[C@@H](C(=O)NCCC2C=CC(OC3C=CC=CC=3)=CC=2)C)=CC=1)C(O)=O)C>>[F:21][C:22]1[CH:27]=[CH:26][CH:25]=[CH:24][C:23]=1[N:28]1[CH2:33][CH2:32][N:31]([C:15](=[O:17])[CH2:14][O:13][C:10]2[CH:9]=[CH:8][C:7]([CH2:6][C@H:5]([O:18][CH3:19])[C:4]([OH:3])=[O:20])=[CH:12][CH:11]=2)[CH2:30][CH2:29]1. Procedure details: The title compound was prepared from (2S)-3-(4-carboxymethoxy-phenyl)-2-methoxy-propionic acid ethyl ester (PREPARATION 3, step 2) and 1-(2-fluoro-phenyl)-piperazine via the same procedure used for the preparation of (2S,1R)-2-ethoxy-3-(4-{1-[2-(4-phenoxy-phenyl)-ethylcarbamoyl]-ethoxy}-phenyl)-propionic acid (Example 1, step 3) to produce a yellow oil. MS (ES) for C22H25FN2O5 [M+H]+: 417. Starting materials: COC(C1=CC=C(C=C1)N1C=NC(=C1)C=1C(=NOC1C(F)(F)F)C1=CC=C(C=C1)F)=O (4-{4-[3-(4-fluoro-phenyl)-5-trifluoromethyl-isoxazol-4-yl]-imidazol-1-yl}-benzoic acid methyl ester), N1CCS(CC1)(=O)=O (thiomorpholine 1,1-dioxide). Yields the product O=S1(CCN(CC1)C(=O)C1=CC=C(C=C1)N1C=NC(=C1)C=1C(=NOC1C(F)(F)F)C1=CC=C(C=C1)F)=O ((1,1-Dioxo-1λ6-thiomorpholin-4-yl)-(4-{4-[3-(4-fluoro-phenyl)-5-trifluoromethyl-isoxazol-4-yl]-imidazol-1-yl}-phenyl)-methanone). Isolated yield 77.3%. Reaction SMILES: C[O:2][C:3](=O)[C:4]1[CH:9]=[CH:8][C:7]([N:10]2[CH:14]=[C:13]([C:15]3[C:16]([C:24]4[CH:29]=[CH:28][C:27]([F:30])=[CH:26][CH:25]=4)=[N:17][O:18][C:19]=3[C:20]([F:23])([F:22])[F:21])[N:12]=[CH:11]2)=[CH:6][CH:5]=1.[NH:32]1[CH2:37][CH2:36][S:35](=[O:39])(=[O:38])[CH2:34][CH2:33]1>>[O:38]=[S:35]1(=[O:39])[CH2:36][CH2:37][N:32]([C:3]([C:4]2[CH:5]=[CH:6][C:7]([N:10]3[CH:14]=[C:13]([C:15]4[C:16]([C:24]5[CH:29]=[CH:28][C:27]([F:30])=[CH:26][CH:25]=5)=[N:17][O:18][C:19]=4[C:20]([F:21])([F:22])[F:23])[N:12]=[CH:11]3)=[CH:8][CH:9]=2)=[O:2])[CH2:33][CH2:34]1. Reported procedure: As described for Example 32, 4-{4-[3-(4-fluoro-phenyl)-5-trifluoromethyl-isoxazol-4-yl]-imidazol-1-yl}-benzoic acid methyl ester (100 mg, 0.23 mmol) was converted, using thiomorpholine 1,1-dioxide (125.4 mg, 0.9 mmol) instead of cyclopropanemethylamine, to the title compound (95 mg, 77%) which was obtained as a white solid. MS: m/e=534.8 [M+H]+.